This data is from the Open Reaction Database (ORD), a public repository of structured organic reaction records. The task is: describe an organic reaction: reactants, conditions, products, and yield The reactants are FC=1C2=C(C=C3CC4(C(NC(NC4=O)=O)=O)[C@@H]4N(C13)C[C@H](O[C@H]4C)C)C(=NO2)N2N=CC(=C2)C(=O)O (1-[(2R,4S,4aS)-rel-11-fluoro-2,4-dimethyl-2′,4′,6′-trioxo-1,1′,2,3′,4,4′,4a,6′-octahydro-2′H,6H-spiro[1,4-oxazino[4,3-a][1,2]oxazolo[4,5-g]quinoline-5,5′-pyrimidin]-8-yl]-1H-pyrazole-4-carboxylic acid), CN (methyl amine). Yields the product FC=1C2=C(C=C3CC4(C(NC(NC4=O)=O)=O)[C@@H]4N(C13)C[C@H](O[C@H]4C)C)C(=NO2)N2N=CC(=C2)C(=O)NC (1-[(2R,4S,4aS)-rel-11-fluoro-2,4-dimethyl-2′,4′,6′-trioxo-1,1′,2,3′,4,4′,4a,6′-octahydro-2′H,6H-spiro[1,4-oxazino[4,3-a][1,2]oxazolo[4,5-g]quinoline-5,5′-pyrimidin]-8-yl]-N-methyl-1H-pyrazole-4-carboxamide). As a reaction SMILES: [F:1][C:2]1[C:3]2[O:28][N:27]=[C:26]([N:29]3[CH:33]=[C:32]([C:34](O)=[O:35])[CH:31]=[N:30]3)[C:4]=2[CH:5]=[C:6]2[C:19]=1[N:18]1[CH2:20][C@@H:21]([CH3:25])[O:22][C@@H:23]([CH3:24])[C@@H:17]1[C:8]1([C:13](=[O:14])[NH:12][C:11](=[O:15])[NH:10][C:9]1=[O:16])[CH2:7]2.[CH3:37][NH2:38]>>[F:1][C:2]1[C:3]2[O:28][N:27]=[C:26]([N:29]3[CH:33]=[C:32]([C:34]([NH:38][CH3:37])=[O:35])[CH:31]=[N:30]3)[C:4]=2[CH:5]=[C:6]2[C:19]=1[N:18]1[CH2:20][C@@H:21]([CH3:25])[O:22][C@@H:23]([CH3:24])[C@@H:17]1[C:8]1([C:9](=[O:16])[NH:10][C:11](=[O:15])[NH:12][C:13]1=[O:14])[CH2:7]2. Procedure details: Starting material: 1-[(2R,4S,4aS)-rel-11-fluoro-2,4-dimethyl-2′,4′,6′-trioxo-1,1′,2,3′,4,4′,4a,6′-octahydro-2′H,6H-spiro[1,4-oxazino[4,3-a][1,2]oxazolo[4,5-g]quinoline-5,5′-pyrimidin]-8-yl]-1H-pyrazole-4-carboxylic acid (Example 186) and methyl amine (0.16 mL, 2.0M in THF, 0.320 mmol). Reactants: NC(=O)c1cnc(Cl)s1, [K+], [K+], O=C([O-])[O-], CN(C)C=O, O=Cc1ccc(O)cc1. The product is NC(=O)c1cnc(Oc2ccc(C=O)cc2)s1. Reaction SMILES: [Cl:1][c:2]1[s:3][c:4]([C:7](=[O:8])[NH2:9])[cH:5][n:6]1.[K+:19].[K+:20].[O-:21][C:22]([O-:23])=[O:24].[O:25]=[CH:26][N:27]([CH3:28])[CH3:29].[OH:10][c:11]1[cH:12][cH:13][c:14]([CH:15]=[O:16])[cH:17][cH:18]1>>[c:2]1([O:10][c:11]2[cH:12][cH:13][c:14]([CH:15]=[O:16])[cH:17][cH:18]2)[s:3][c:4]([C:7](=[O:8])[NH2:9])[cH:5][n:6]1. Starting materials: C(C1=C(C=CC=C1)SSC1=C(C(=O)Cl)C=CC=C1)(=O)Cl (2,2'-dithiobisbenzoyl chloride), NC1=CC=C(C(=O)N)C=C1 (4-aminobenzamide). The solvent is N1=CC=CC=C1 (pyridine), ClCCl (dichloromethane). Yields the product NC(=O)C1=CC=C(C=C1)NC(C1=C(C=CC=C1)SSC1=C(C(=O)NC2=CC=C(C=C2)C(=O)N)C=CC=C1)=O (2,2'-Dithiobis[N-[4-(aminocarbonyl)phenyl]benzamide]). The yield is 8.9%. RXN SMILES: [C:1](Cl)(=[O:19])[C:2]1[CH:7]=[CH:6][CH:5]=[CH:4][C:3]=1[S:8][S:9][C:10]1[CH:18]=[CH:17][CH:16]=[CH:15][C:11]=1[C:12](Cl)=[O:13].[NH2:21][C:22]1[CH:30]=[CH:29][C:25]([C:26]([NH2:28])=[O:27])=[CH:24][CH:23]=1>ClCCl.N1C=CC=CC=1>[NH2:28][C:26]([C:25]1[CH:29]=[CH:30][C:22]([NH:21][C:1](=[O:19])[C:2]2[CH:7]=[CH:6][CH:5]=[CH:4][C:3]=2[S:8][S:9][C:10]2[CH:18]=[CH:17][CH:16]=[CH:15][C:11]=2[C:12]([NH:21][C:22]2[CH:30]=[CH:29][C:25]([C:26]([NH2:28])=[O:27])=[CH:24][CH:23]=2)=[O:13])=[CH:23][CH:24]=1)=[O:27]. Procedure details: This compound was prepared according to the general method of Example 77 using 2,2'-dithiobisbenzoyl chloride (4.00 g, 11.7 mmol) in 100 mL of dichloromethane and 4-aminobenzamide (3.20 g, 23.5 mmol) in 26 mL of pyridine. The crude product was triturated with a hot mixture of acetonitrile and DMF, filtered, recrystallized from ethanol-water-DMF, triturated with a hot mixture of methanol and DMF, and filtered to yield 0.563 g of the title compound, mp >270° C. Reaction SMILES: [Br:1][c:2]1[cH:3][c:4]([CH:13]2[C:14]([CH3:19])([CH3:20])[CH:15]2[C:16](=[O:17])[OH:18])[cH:5][cH:6][c:7]1[O:8][C:9]([F:10])([F:11])[F:12].[C:25]([Cl:26])([Cl:27])([Cl:28])[Cl:29].[S:21]([Cl:22])([Cl:23])=[O:24]>>[Br:1][c:2]1[cH:3][c:4]([CH:13]2[C:14]([CH3:19])([CH3:20])[CH:15]2[C:16](=[O:17])[OH:18])[cH:5][cH:6][c:7]1[O:8][C:9]([F:10])([F:11])[F:12].[Cl-:23]. Product: CC1(C)C(C(=O)O)C1c1ccc(OC(F)(F)F)c(Br)c1, [Cl-]. Starting materials: CC1(C)C(C(=O)O)C1c1ccc(OC(F)(F)F)c(Br)c1, ClC(Cl)(Cl)Cl, O=S(Cl)Cl. Starting materials: COC1=C(C(=O)C2=C(C(=O)O)C=C(C=C2)OC)C=C(C=C1)OC (2-(2,5-dimethoxybenzoyl)-5-methoxybenzoic acid), O.NN (hydrazine hydrate). Product: COC1=C(C=C(C=C1)OC)C1=NNC(C2=CC(=CC=C12)OC)=O (4-(2,5-Dimethoxyphenyl)-7-methoxy-2H-phthalazin-1-one). As a reaction SMILES: [CH3:1][O:2][C:3]1[CH:21]=[CH:20][C:19]([O:22][CH3:23])=[CH:18][C:4]=1[C:5]([C:7]1[CH:15]=[CH:14][C:13]([O:16][CH3:17])=[CH:12][C:8]=1[C:9](O)=[O:10])=O.O.[NH2:25][NH2:26]>>[CH3:1][O:2][C:3]1[CH:21]=[CH:20][C:19]([O:22][CH3:23])=[CH:18][C:4]=1[C:5]1[C:7]2[C:8](=[CH:12][C:13]([O:16][CH3:17])=[CH:14][CH:15]=2)[C:9](=[O:10])[NH:26][N:25]=1 |f:1.2|. Procedure details: This compound is obtained according to the procedure described in 1.2. by reacting 2-(2,5-dimethoxybenzoyl)-5-methoxybenzoic acid with hydrazine hydrate.